From a dataset of the Open Reaction Database (ORD), a public repository of structured organic reaction records. describe an organic reaction: reactants, conditions, products, and yield Yields the product Cc1c(Br)cncc1Br. The reactants are Brc1cncc(Br)c1, [Li]CCCC, C1CCOC1, CI, CCCCCC, CCOC(C)=O, CC(C)NC(C)C, [Cl-], [NH4+]. Reaction SMILES: [Br:13][c:14]1[cH:15][n:16][cH:17][c:18]([Br:19])[cH:20]1.[CH2:1]([Li:2])[CH2:3][CH2:4][CH3:5].[CH2:31]1[O:32][CH2:33][CH2:34][CH2:35]1.[CH3:21][I:22].[CH3:25][CH2:26][CH2:27][CH2:28][CH2:29][CH3:30].[CH3:36][CH2:37][O:38][C:39]([CH3:40])=[O:41].[CH:6]([NH:7][CH:8]([CH3:9])[CH3:10])([CH3:11])[CH3:12].[Cl-:23].[NH4+:24]>>[CH3:1][c:20]1[c:14]([Br:13])[cH:15][n:16][cH:17][c:18]1[Br:19]. The reactants are Cl.NC(CNC(CN1N=C(N(C1=O)C[C@@H](C(F)(F)F)O)C1=CC=C(C=C1)Cl)=O)C1=C(C(=CC=C1)Cl)Cl (N-[2-Amino-2-(2,3-dichlorophenyl)ethyl]-2-{3-(4-chlorophenyl)-5-oxo-4-[(2S)-3,3,3-trifluoro-2-hydroxypropyl]-4,5-dihydro-1H-1,2,4-triazol-1-yl}acetamide hydrochloride), CS(=O)(=O)Cl (methanesulphonyl chloride). Product: ClC1=CC=C(C=C1)C1=NN(C(N1C[C@@H](C(F)(F)F)O)=O)CC(=O)NCC(NS(=O)(=O)C)C1=C(C(=CC=C1)Cl)Cl (2-{3-(4-Chlorophenyl)-5-oxo-4-[(2S)-3,3,3-trifluoro-2-hydroxypropyl]-4,5-dihydro-1H-1,2,4-triazol-1-yl}-N-{2-(2,3-dichlorophenyl)-2-[(methylsulphonyl)amino]ethyl}acetamide). RXN SMILES: Cl.[NH2:2][CH:3]([C:29]1[CH:34]=[CH:33][CH:32]=[C:31]([Cl:35])[C:30]=1[Cl:36])[CH2:4][NH:5][C:6](=[O:28])[CH2:7][N:8]1[C:12](=[O:13])[N:11]([CH2:14][C@H:15]([OH:20])[C:16]([F:19])([F:18])[F:17])[C:10]([C:21]2[CH:26]=[CH:25][C:24]([Cl:27])=[CH:23][CH:22]=2)=[N:9]1.[CH3:37][S:38](Cl)(=[O:40])=[O:39]>>[Cl:27][C:24]1[CH:25]=[CH:26][C:21]([C:10]2[N:11]([CH2:14][C@H:15]([OH:20])[C:16]([F:18])([F:17])[F:19])[C:12](=[O:13])[N:8]([CH2:7][C:6]([NH:5][CH2:4][CH:3]([C:29]3[CH:34]=[CH:33][CH:32]=[C:31]([Cl:35])[C:30]=3[Cl:36])[NH:2][S:38]([CH3:37])(=[O:40])=[O:39])=[O:28])[N:9]=2)=[CH:22][CH:23]=1 |f:0.1|. Procedure: Analogously to Example 16, treatment of 77 mg (0.131 mmol) of the compound of Example 54A with methanesulphonyl chloride gave 55 mg (67% of theory) of the title compound. Reactants: [N+](=O)([O-])C1=CC=C(C=C1)C12C(N(C(C(C1)C2)=O)CCCCC)=O (1-(4-nitrophenyl)-3-n-pentyl-3-azabicyclo[3.1.1]heptane-2,4-dione), ethyl acetate petroleum ether. Reagents/catalysts: [Pd] (palladium-on-carbon). The solvent is C(C)O (ethanol). Product: NC1=CC=C(C=C1)C12C(N(C(C(C1)C2)=O)CCCCC)=O (1-(4-aminophenyl)-3-n-pentyl-3-azabicyclo[3.1.1]heptane-2,4-dione). RXN SMILES: [N+:1]([C:4]1[CH:9]=[CH:8][C:7]([C:10]23[CH2:16][CH:14]([CH2:15]2)[C:13](=[O:17])[N:12]([CH2:18][CH2:19][CH2:20][CH2:21][CH3:22])[C:11]3=[O:23])=[CH:6][CH:5]=1)([O-])=O>C(O)C.[Pd]>[NH2:1][C:4]1[CH:5]=[CH:6][C:7]([C:10]23[CH2:15][CH:14]([CH2:16]2)[C:13](=[O:17])[N:12]([CH2:18][CH2:19][CH2:20][CH2:21][CH3:22])[C:11]3=[O:23])=[CH:8][CH:9]=1. Procedure details: In a manner analogous to that described in Example 1, 2.58 g of 1-(4-nitrophenyl)-3-n-pentyl-3-azabicyclo[3.1.1]heptane-2,4-dione in 75 ml of ethanol are hydrogenated in the presence of 0.15 g of palladium-on-carbon and worked up. Melting point 92°-94° (from ethyl acetate/petroleum ether). Starting materials: [Li]CCCC, Cc1csc(C)c1Br, CN(C)C=O, CCCCCC, O. The product is Cc1csc(C)c1C=O. RXN SMILES: [CH2:15]([Li:16])[CH2:17][CH2:18][CH3:19].[CH3:1][c:2]1[s:3][cH:4][c:5]([CH3:8])[c:6]1[Br:7].[CH3:20][N:21]([CH:22]=[O:23])[CH3:24].[CH3:9][CH2:10][CH2:11][CH2:12][CH2:13][CH3:14].[OH2:25]>>[CH3:1][c:2]1[s:3][cH:4][c:5]([CH3:8])[c:6]1[CH:22]=[O:23]. Starting materials: [N+](=O)([O-])C1=CC2=C(N(C=N2)C(=O)OC(C)(C)C)C=C1 (tert-butyl 5-nitro-1H-benzo[d]imidazole-1-carboxylate), CC[Mg+].[Br-] (EtMgBr), C(#N)C1=C(C(=O)C(=C(C1=O)Cl)Cl)C#N (DDQ). Solvent: C1CCOC1 (THF), C1CCOC1 (THF). Conditions: temperature -15 celsius, time 2 hour. The product is C(C)C1=C(C=CC=2N(C=NC21)C(=O)OC(C)(C)C)[N+](=O)[O-] (tert-butyl 4-ethyl-5-nitro-1H-benzo[d]imidazole-1-carboxylate). The yield is 12.3%. As a reaction SMILES: [N+:1]([C:4]1[CH:19]=[CH:18][C:7]2[N:8]([C:11]([O:13][C:14]([CH3:17])([CH3:16])[CH3:15])=[O:12])[CH:9]=[N:10][C:6]=2[CH:5]=1)([O-:3])=[O:2].[CH3:20][CH2:21][Mg+].[Br-].C(C1C(=O)C(Cl)=C(Cl)C(=O)C=1C#N)#N>C1COCC1>[CH2:20]([C:5]1[C:6]2[N:10]=[CH:9][N:8]([C:11]([O:13][C:14]([CH3:15])([CH3:16])[CH3:17])=[O:12])[C:7]=2[CH:18]=[CH:19][C:4]=1[N+:1]([O-:3])=[O:2])[CH3:21] |f:1.2|. Procedure details: To a solution of tert-butyl 5-nitro-1H-benzo[d]imidazole-1-carboxylate (150 g, 0.56 mol) in dry THF (1500 mL) was added EtMgBr (3.0 Min THF, 1.12 mol, 2 equiv.) dropwise at −15° C. The reaction mixture was stirred at −15° C. for 2 h. A solution of DDQ (129 g, 1.12 mol, 2 equiv.) in THF (120 mL) was added at −15° C., then the reaction mixture was warmed to RT and the stirring was continued for 2 h. The reaction mixture was quenched with water and extracted with EtOAc. The combined organic layers ... Reactants: N(=O)[O-].[Na+] (sodium nitrite), ClC1=CC(=C(C=C1)SC1=CC(=C(N)C=C1)NC)CN1N=CN=C1 (4-[4-chloro-2-(1H-1,2,4-triazol-1-ylmethyl)phenylthio]-2-methylaminoaniline), C(O)([O-])=O.[Na+] (sodium hydrogen carbonate). Solvent: OS(=O)(=O)O (H2SO4). Conditions: time 20 hour. Product: ClC1=CC(=C(C=C1)SC=1C=CC2=C(N(N=N2)C)C1)CN1N=CN=C1 (6-[4-chloro-2-(1H-1,2,4-triazol-1-ylmethyl)phenylthio]-1-methyl-1H-benzotriazole). Yield: 41.0%. RXN SMILES: [Cl:1][C:2]1[CH:7]=[CH:6][C:5]([S:8][C:9]2[CH:15]=[CH:14][C:12]([NH2:13])=[C:11]([NH:16][CH3:17])[CH:10]=2)=[C:4]([CH2:18][N:19]2[CH:23]=[N:22][CH:21]=[N:20]2)[CH:3]=1.[N:24]([O-])=O.[Na+].C(=O)([O-])O.[Na+]>OS(O)(=O)=O>[Cl:1][C:2]1[CH:7]=[CH:6][C:5]([S:8][C:9]2[CH:15]=[CH:14][C:12]3[N:13]=[N:24][N:16]([CH3:17])[C:11]=3[CH:10]=2)=[C:4]([CH2:18][N:19]2[CH:23]=[N:22][CH:21]=[N:20]2)[CH:3]=1 |f:1.2,3.4|. Reported procedure: The aniline derivative was dissolved in 10% H2SO4 (2 ml) under ice cooling, followed by addition of an aqueous solution (0.5 ml) of sodium nitrite (50 mg), and the temperature of the resulting solution was raised up to room temperature for subsequent stirring for 20 hours. The solution was neutralized with an aqueous sodium hydrogen carbonate solution, and the mixture was extracted twice with methylene chloride. The organic phase was dried over anhydrous sodium sulfate, and the solvent was remov... Procedure: The Vilsmeier reagent was prepared from dry dimethylformamide (0.139 g.), phosphorus oxychloride (0.290 g.) and dry tetrahydrofuran (1.0 ml.) by the conventional method. Dry tetrahydrofuran (3.0 ml.) was added thereto and then 2-methylthiomethoxyimino-2-(2-formamidothiazol-4-yl)acetic acid (syn isomer) (0.4 g.) was added thereto at -5° to 0° C. The mixture was stirred for 30 minutes at the same temperature. The resulting mixture was dropwise added at -5° to 0° C. to a stirred solution of 7-amino... Reaction conditions: time 30 minute. Product: C[N+](=CCl)C.[Cl-] (Vilsmeier reagent), CSCON=C(C(=O)NC1[C@@H]2N(C(=C(CS2)CSC=2SC=NN2)C(=O)O)C1=O)C=1N=C(SC1)NC=O (7-[2-methylthiomethoxyimino-2-(2-formamidothiazol-4-yl)acetamido]-3-(1,3,4-thiadiazol-2-yl)thiomethyl-3-cephem-4-carboxylic acid). Solvent: C(C)N(CC)CC (triethylamine), O (water), CC(=O)C (acetone), O1CCCC1 (tetrahydrofuran), O1CCCC1 (tetrahydrofuran). RXN SMILES: [CH3:1][N:2]([CH3:5])[CH:3]=O.P(Cl)(Cl)([Cl:8])=O.[CH3:11][S:12][CH2:13][O:14][N:15]=[C:16]([C:20]1[N:21]=[C:22]([NH:25][CH:26]=[O:27])[S:23][CH:24]=1)[C:17]([OH:19])=O.[NH2:28][CH:29]1[C:46](=[O:47])[N:31]2[C:32]([C:43]([OH:45])=[O:44])=[C:33]([CH2:36][S:37][C:38]3[S:39][CH:40]=[N:41][N:42]=3)[CH2:34][S:35][C@H:30]12>O.CC(C)=O.C(N(CC)CC)C.O1CCCC1>[CH3:1][N+:2]([CH3:5])=[CH:3][Cl:8].[Cl-:8].[CH3:11][S:12][CH2:13][O:14][N:15]=[C:16]([C:20]1[N:21]=[C:22]([NH:25][CH:26]=[O:27])[S:23][CH:24]=1)[C:17]([NH:28][CH:29]1[C:46](=[O:47])[N:31]2[C:32]([C:43]([OH:45])=[O:44])=[C:33]([CH2:36][S:37][C:38]3[S:39][CH:40]=[N:41][N:42]=3)[CH2:34][S:35][C@H:30]12)=[O:19] |f:8.9|. Isolated yield 115.2%. Reactants: NC1[C@@H]2N(C(=C(CS2)CSC=2SC=NN2)C(=O)O)C1=O (7-amino-3-(1,3,4-thiadiazol-2-yl)thiomethyl-3-cephem-4-carboxylic acid), CSCON=C(C(=O)O)C=1N=C(SC1)NC=O (2-methylthiomethoxyimino-2-(2-formamidothiazol-4-yl)acetic acid), CN(C=O)C (dimethylformamide), P(=O)(Cl)(Cl)Cl (phosphorus oxychloride). The reactants are C(C)(C)(C)S(=O)(=O)C[C@H](C(=O)N[C@H](C(=O)N[C@H]([C@H]([C@H](C(C)C)O)O)CC1CCCCC1)CC=1N=CNC1)CC1=CC=CC=C1 ((S)-α-[(S)-α-[(t-butylsulphonyl)methyl]hydrocinnamamido]-N-[(1S, 2R, 3S )-1-(cyclohexylmethyl)-2,3-dihydroxy-4-methylpentyl]imidazole-4-propionamide), C1(=CC=C(C=C1)S(=O)(=O)O)C (p-toluenesulphonic acid). Run in CC(C=O)(C)C (trimethylacetaldehyde), C(Cl)Cl (methylene chloride), CCOCC (ether). Reaction conditions: time 24 hour. Product: C(C)(C)(C)S(=O)(=O)C[C@H](C(=O)NC(C(=O)N)CC=1N=CNC1)CC1=CC=CC=C1 (α-[(S)-α-[(t-butylsulphonyl)methyl]hydrocinnamamido]imidazole-4-propionamide). RXN SMILES: [C:1]([S:5]([CH2:8][C@@H:9]([CH2:38][C:39]1[CH:44]=[CH:43][CH:42]=[CH:41][CH:40]=1)[C:10]([NH:12][C@@H:13]([CH2:32][C:33]1[N:34]=[CH:35][NH:36][CH:37]=1)[C:14]([NH:16][C@@H](CC1CCCCC1)[C@@H](O)[C@@H](O)C(C)C)=[O:15])=[O:11])(=[O:7])=[O:6])([CH3:4])([CH3:3])[CH3:2].C1(C)C=CC(S(O)(=O)=O)=CC=1>CC(C)(C)C=O.C(Cl)Cl.CCOCC>[C:1]([S:5]([CH2:8][C@@H:9]([CH2:38][C:39]1[CH:40]=[CH:41][CH:42]=[CH:43][CH:44]=1)[C:10]([NH:12][CH:13]([CH2:32][C:33]1[N:34]=[CH:35][NH:36][CH:37]=1)[C:14]([NH2:16])=[O:15])=[O:11])(=[O:7])=[O:6])([CH3:4])([CH3:2])[CH3:3]. Reported procedure: 130 mg of (S)-α-[(S)-α-[(t-butylsulphonyl)methyl]hydrocinnamamido]-N-[(1S, 2R, 3S )-1-(cyclohexylmethyl)-2,3-dihydroxy-4-methylpentyl]imidazole-4-propionamide and 130 mg of p-toluenesulphonic acid in 1 ml of trimethylacetaldehyde and 10 ml of methylene chloride are left to stand at room temperature for 24 hours. Thereafter, the reaction mixture is taken up in ether and the organic phase is washed in succession with 2N sodium bicarbonate solution and water, dried and evaporated. Chromatography of...